This data is from the Open Reaction Database (ORD), a public repository of structured organic reaction records. The task is: describe an organic reaction: reactants, conditions, products, and yield Reactants: CCOC(=O)c1c(Cl)c2ccc(C)nc2n(CC)c1=O, CN1CCNCC1, CCO, [Na+], [Na+], O=C([O-])[O-]. The product is CCOC(=O)c1c(N2CCN(C)CC2)c2ccc(C)nc2n(CC)c1=O, Cl. Reaction SMILES: [CH2:1]([CH3:2])[O:3][C:4](=[O:5])[c:6]1[c:7](=[O:20])[n:8]([CH2:18][CH3:19])[c:9]2[n:10][c:11]([CH3:17])[cH:12][cH:13][c:14]2[c:15]1[Cl:16].[CH3:21][N:22]1[CH2:23][CH2:24][NH:25][CH2:26][CH2:27]1.[CH3:34][CH2:35][OH:36].[Na+:28].[Na+:29].[O-:30][C:31](=[O:32])[O-:33]>>[CH2:1]([CH3:2])[O:3][C:4](=[O:5])[c:6]1[c:7](=[O:20])[n:8]([CH2:18][CH3:19])[c:9]2[n:10][c:11]([CH3:17])[cH:12][cH:13][c:14]2[c:15]1[N:25]1[CH2:24][CH2:23][N:22]([CH3:21])[CH2:27][CH2:26]1.[ClH:16]. Reactants: CC(C)(C#N)C(O)(c1cc(F)cc(F)c1)C1CN(C(c2ccc(Cl)cc2)c2ccc(Cl)cc2)C1, O=P(Cl)(Cl)Cl, c1ccncc1. Product: CC(C)(C#N)C(=C1CN(C(c2ccc(Cl)cc2)c2ccc(Cl)cc2)C1)c1cc(F)cc(F)c1. As a reaction SMILES: [Cl:1][c:2]1[cH:3][cH:4][c:5]([CH:8]([N:9]2[CH2:10][CH:11]([C:13]([C:14]([C:15]#[N:16])([CH3:17])[CH3:18])([OH:19])[c:20]3[cH:21][c:22]([F:27])[cH:23][c:24]([F:26])[cH:25]3)[CH2:12]2)[c:28]2[cH:29][cH:30][c:31]([Cl:34])[cH:32][cH:33]2)[cH:6][cH:7]1.[P:35]([Cl:36])([Cl:37])([Cl:38])=[O:39].[cH:40]1[cH:41][cH:42][n:43][cH:44][cH:45]1>>[Cl:1][c:2]1[cH:3][cH:4][c:5]([CH:8]([N:9]2[CH2:10][C:11](=[C:13]([C:14]([C:15]#[N:16])([CH3:17])[CH3:18])[c:20]3[cH:21][c:22]([F:27])[cH:23][c:24]([F:26])[cH:25]3)[CH2:12]2)[c:28]2[cH:29][cH:30][c:31]([Cl:34])[cH:32][cH:33]2)[cH:6][cH:7]1. Reactants: C1(=CC=CC=C1)P(C1=CC=CC=C1)C1=CC=CC=C1 (triphenyl phosphine), Br (hydrogen bromide), C(C=C)O (allyl alcohol), C(C=C)(=O)OC (methyl acrylate). The reagents and catalysts are C(C)(=O)[O-].[Pd+2].C(C)(=O)[O-] (palladium acetate). Run at temperature 135 celsius. Yields the product C(\C=C\C=C\C)(=O)OC (methyl sorbate), C(\C=C\C=C\C)(=O)OCC=C (allyl sorbate), C(C=CC1=CC=CC=C1)(=O)OC (methyl cinnamate). As a reaction SMILES: [C:1]1(P([C:14]2[CH:19]=[CH:18][CH:17]=[CH:16][CH:15]=2)C2C=CC=CC=2)[CH:6]=[CH:5][CH:4]=[CH:3][CH:2]=1.Br.[CH2:21]([OH:24])[CH:22]=[CH2:23].[C:25]([O:29][CH3:30])(=[O:28])[CH:26]=[CH2:27]>C([O-])(=O)C.[Pd+2].C([O-])(=O)C>[C:25]([O:29][CH3:30])(=[O:28])/[CH:26]=[CH:27]/[CH:2]=[CH:1]/[CH3:6].[C:14]([O:24][CH2:21][CH:22]=[CH2:23])(=[O:28])/[CH:19]=[CH:18]/[CH:17]=[CH:16]/[CH3:15].[C:25]([O:29][CH3:30])(=[O:28])[CH:26]=[CH:27][C:1]1[CH:6]=[CH:5][CH:4]=[CH:3][CH:2]=1 |f:4.5.6|. Reported procedure: Quantities of 5 millimoles palladium acetate, 20 millimoles triphenyl phosphine, 5 millimoles of hydrogen bromide, 600 millimoles allyl alcohol, and 600 millimoles methyl acrylate are introduced into a reaction chamber and heated to 135°C for 20 hours. The final reaction solution produced 15% by weight methyl sorbate, allyl sorbate, and traces of methyl cinnamate. The reactants are ClCC=1C=C(C(=O)O)C=CC1 (3-(chloromethyl)-benzoic acid), C([O-])([O-])=O.[K+].[K+] (potassium carbonate), C(C=C)Br (allyl bromide). Yields the product ClCC=1C=C(C(=O)OCC=C)C=CC1 (allyl 3-(chloromethyl)-benzoate). RXN SMILES: [Cl:1][CH2:2][C:3]1[CH:4]=[C:5]([CH:9]=[CH:10][CH:11]=1)[C:6]([OH:8])=[O:7].C(=O)([O-])[O-].[K+].[K+].[CH2:18](Br)[CH:19]=[CH2:20]>CC(C)=O>[Cl:1][CH2:2][C:3]1[CH:4]=[C:5]([CH:9]=[CH:10][CH:11]=1)[C:6]([O:8][CH2:20][CH:19]=[CH2:18])=[O:7] |f:1.2.3|. Procedure details: A solution of 3-(chloromethyl)-benzoic acid (50.0 g, 0.293 mol), potassium carbonate (48.61 g, 0.352 mol) and allyl bromide (50.7 mL, 0.586 mol) in acetone (500 mL) is refluxed for 2 hours, after which time the solution was cooled to room temp. and filtered through celite. The filtrate is evaporated and the residue chromatographed (silica, 5% EtOAc/hexane) to yield allyl 3-(chloromethyl)-benzoate as a clear oil. Solvent: CC(=O)C (acetone). Reactants: O=C(O)c1ccc(Br)cc1, CC1CCCN1CC1CCCN1, O=S(Cl)Cl. Product: CC1CCCN1CC1CCCN1C(=O)c1ccc(Br)cc1. RXN SMILES: [Br:1][c:2]1[cH:3][cH:4][c:5]([C:6](=[O:7])[OH:8])[cH:9][cH:10]1.[CH3:11][CH:12]1[N:13]([CH2:17][CH:18]2[NH:19][CH2:20][CH2:21][CH2:22]2)[CH2:14][CH2:15][CH2:16]1.[S:23]([Cl:24])([Cl:25])=[O:26]>>[Br:1][c:2]1[cH:3][cH:4][c:5]([C:6](=[O:8])[N:19]2[CH:18]([CH2:17][N:13]3[CH:12]([CH3:11])[CH2:16][CH2:15][CH2:14]3)[CH2:22][CH2:21][CH2:20]2)[cH:9][cH:10]1. Starting materials: FC(C(=O)O)(F)F (trifluoroacetic acid), O1C(OCC1)CN1C(C(=CC2=CC=CC=C12)C)=O (1-(1,3-dioxolan-2-ylmethyl)-3-methylquinolin-2(1H)-one). Run at time 8 hour. Product: CC=1C(N(C2=CC=CC=C2C1)CC=O)=O ((3-methyl-2-oxoquinolin-1(2H)-yl)acetaldehyde). As a reaction SMILES: FC(F)(F)C(O)=O.[O:8]1CCO[CH:9]1[CH2:13][N:14]1[C:23]2[C:18](=[CH:19][CH:20]=[CH:21][CH:22]=2)[CH:17]=[C:16]([CH3:24])[C:15]1=[O:25]>>[CH3:24][C:16]1[C:15](=[O:25])[N:14]([CH2:13][CH:9]=[O:8])[C:23]2[C:18]([CH:17]=1)=[CH:19][CH:20]=[CH:21][CH:22]=2. Procedure details: Into 3 mL of a 90% aqueous trifluoroacetic acid solution, 361 mg of 1-(1,3-dioxolan-2-ylmethyl)-3-methylquinolin-2(1H)-one was dissolved, and the mixture was stirred at room temperature overnight. The solvent was removed under reduced pressure, and the reaction mixture was alkalified with an aqueous saturated sodium hydrogen carbonate solution, and then extracted with ethyl acetate. The organic layer was washed sequentially with water and an aqueous saturated sodium chloride solution and dried o... Reactants: CO, ClCCl, O=S(=O)(OS(=O)(=O)C(F)(F)F)C(F)(F)F, [K+], [K+], [N-]=[N+]=[N-], NCCCCCCCCCCC(=O)O, [Na+], O=C([O-])[O-], O. The product is [N-]=[N+]=NCCCCCCCCCCC(=O)O. RXN SMILES: [CH3:41][OH:42].[Cl:43][CH2:44][Cl:45].[F:5][C:6]([S:7]([O:8][S:9]([C:10]([F:11])([F:12])[F:13])(=[O:14])=[O:15])(=[O:16])=[O:17])([F:18])[F:19].[K+:34].[K+:35].[N-:2]=[N+:3]=[N-:4].[NH2:20][CH2:21][CH2:22][CH2:23][CH2:24][CH2:25][CH2:26][CH2:27][CH2:28][CH2:29][CH2:30][C:31](=[O:32])[OH:33].[Na+:1].[O-:36][C:37]([O-:38])=[O:39].[OH2:40]>>[N:2](=[N+:3]=[N-:4])[CH2:21][CH2:22][CH2:23][CH2:24][CH2:25][CH2:26][CH2:27][CH2:28][CH2:29][CH2:30][C:31](=[O:32])[OH:33].